The task is: describe an organic reaction: reactants, conditions, products, and yield. This data is from the Open Reaction Database (ORD), a public repository of structured organic reaction records. Reactants: ClC=1C=CC=2C=3C(C(=NC2C1)CCNC1=CC=C(C#N)C=C1)=CN(N3)C3=CC=CC=C3 (4[[2-(7-Chloro-2-phenyl-2H-pyrazolo[4,3-c]quinolin-4-yl)ethyl]amino]benzonitrile), C1(=CC=CC=C1)N=C=O (phenylisocyanate). Run in C(Cl)Cl (methylene chloride). The product is ClC=1C=CC=2C=3C(C(=NC2C1)CCN(C(=O)NC1=CC=CC=C1)C1=CC=C(C=C1)C#N)=CN(N3)C3=CC=CC=C3 (N-[2-(7-chloro-2-phenyl-2H-pyrazolo[4,3-c]quinolin-4-yl)ethyl]-N-(4-cyanophenyl)-N'-phenylurea). Isolated yield 67.5%. RXN SMILES: [Cl:1][C:2]1[CH:3]=[CH:4][C:5]2[C:6]3[C:7](=[CH:23][N:24]([C:26]4[CH:31]=[CH:30][CH:29]=[CH:28][CH:27]=4)[N:25]=3)[C:8]([CH2:12][CH2:13][NH:14][C:15]3[CH:22]=[CH:21][C:18]([C:19]#[N:20])=[CH:17][CH:16]=3)=[N:9][C:10]=2[CH:11]=1.[C:32]1([N:38]=[C:39]=[O:40])[CH:37]=[CH:36][CH:35]=[CH:34][CH:33]=1>C(Cl)Cl>[Cl:1][C:2]1[CH:3]=[CH:4][C:5]2[C:6]3[C:7](=[CH:23][N:24]([C:26]4[CH:27]=[CH:28][CH:29]=[CH:30][CH:31]=4)[N:25]=3)[C:8]([CH2:12][CH2:13][N:14]([C:15]3[CH:22]=[CH:21][C:18]([C:19]#[N:20])=[CH:17][CH:16]=3)[C:39]([NH:38][C:32]3[CH:37]=[CH:36][CH:35]=[CH:34][CH:33]=3)=[O:40])=[N:9][C:10]=2[CH:11]=1. Procedure details: A solution of 100 mg (0.24 mmol) of the compound of Example 1, 150 mg (1.26 mmol) of phenylisocyanate, and 8 ml of methylene chloride is stirred at ambient temperature for four days. The resulting precipitate is collected and triturated with ether to afford 88 mg (68%) of title compound: IR (KBr) 3440, 2240, 1670, 1605, 1520, 1510, and 1440 cm-1 ; NMR (DMSO-d6) δ 9.56 (s, 1H), 8.72 (s, 1H, exchangeable), 8.48-6.96 (complex m, 17H), 4.46 (t, 2H), and 3.5 (t, 2H). The reactants are ClC1=NC=C(C(=O)O)C=C1 (6-chloronicotinic acid), [OH-].[Na+] (sodium hydroxide), C(C)OCCO (2-ethoxyethanol). Reagents/catalysts: [Br-].C(CCC)[N+](CCCC)(CCCC)CCCC (tetrabutylammonium bromide). The solvent is C1(=CC=CC=C1)C (toluene). The product is C(C)OCCOC1=NC=C(C(=O)O)C=C1 (6-(2-Ethoxyethoxy)-nicotinic acid). RXN SMILES: Cl[C:2]1[CH:10]=[CH:9][C:5]([C:6]([OH:8])=[O:7])=[CH:4][N:3]=1.[OH-].[Na+].[CH2:13]([O:15][CH2:16][CH2:17][OH:18])[CH3:14]>[Br-].C([N+](CCCC)(CCCC)CCCC)CCC.C1(C)C=CC=CC=1>[CH2:13]([O:15][CH2:16][CH2:17][O:18][C:2]1[CH:10]=[CH:9][C:5]([C:6]([OH:8])=[O:7])=[CH:4][N:3]=1)[CH3:14] |f:1.2,4.5|. Procedure details: A suspension of 13.2 g (84 mmol) of 6-chloronicotinic acid, 21.2 g (0.53 mol) of powdered sodium hydroxide, 9.5 g (0.106 mol) of 2-ethoxyethanol and 2.64 g (8.2 mmol) of tetrabutylammonium bromide in 350 ml of abs. toluene is heated under reflux for 15 hours. The mixture is evaporated to dryness, and 10% strength hydrochloric acid is added to the residue, while cooling, until the mixture has pH 4. The precipitated acid is filtered off with suction. The reactants are [OH-].[Na+] (sodium hydroxide), Cl (hydrochloric acid), [Na] (sodium), CC1(OCC(CO1)N1N=NN=C1S)C (1-(2,2-dimethyl-1,3-dioxan-5-yl)-5-mercaptotetrazole). Solvent: O (water). Reaction conditions: temperature 80 celsius. Product: OCC(CO)N1N=NN=C1S (1-(1,3-Dihydroxyprop-2-yl)-5-mercaptotetrazole). The yield is 61.4%. Reaction SMILES: Cl.[Na].CC1(C)[O:9][CH2:8][CH:7]([N:10]2[C:14]([SH:15])=[N:13][N:12]=[N:11]2)[CH2:6][O:5]1.[OH-].[Na+]>O>[OH:5][CH2:6][CH:7]([N:10]1[C:14]([SH:15])=[N:13][N:12]=[N:11]1)[CH2:8][OH:9] |f:3.4,^1:1|. Reported procedure: 4 N hydrochloric acid (50 cc) is added to the sodium salt of 1-(2,2-dimethyl-1,3-dioxan-5-yl)-5-mercaptotetrazole (as obtained in accordance with Example 7) (22 g) in water (100 cc) and the mixture is heated for 30 minutes at 80° C. 4 N sodium hydroxide solution (25 cc) is added and the mixture is concentrated to dryness under reduced pressure (20 mm Hg; 2.7 kPa). The residue is taken up in boiling acetonitrile (2×100 cc), an insoluble material is filtered off, the acetonitrile is evaporated off...